Task: describe an organic reaction: reactants, conditions, products, and yield. Dataset: the Open Reaction Database (ORD), a public repository of structured organic reaction records The reactants are O=S1(N(CCCN1C1=CC=CC=C1)CC(=O)OCC)=O (ethyl 2-(1,1-dioxido-6-phenyl-1,2,6-thiadiazinan-2-yl)acetate), [Li+].[OH-] (LiOH). The solvent is C1CCOC1 (THF), CO (MeOH), O (H2O). Conditions: time 3 hour. The product is O=S1(N(CCCN1C1=CC=CC=C1)CC(=O)O)=O (2-(1,1-dioxido-6-phenyl-1,2,6-thiadiazinan-2-yl)acetic acid). The yield is 97.6%. Reaction SMILES: [O:1]=[S:2]1(=[O:20])[N:7]([C:8]2[CH:13]=[CH:12][CH:11]=[CH:10][CH:9]=2)[CH2:6][CH2:5][CH2:4][N:3]1[CH2:14][C:15]([O:17]CC)=[O:16].[Li+].[OH-]>C1COCC1.CO.O>[O:20]=[S:2]1(=[O:1])[N:7]([C:8]2[CH:13]=[CH:12][CH:11]=[CH:10][CH:9]=2)[CH2:6][CH2:5][CH2:4][N:3]1[CH2:14][C:15]([OH:17])=[O:16] |f:1.2|. Procedure details: To ethyl 2-(1,1-dioxido-6-phenyl-1,2,6-thiadiazinan-2-yl)acetate (260 mg, 0.872 mmol) in THF (5 mL) and MeOH (5 mL), was added LiOH (182.9 mg, 4.36 mmol) in H2O (5 mL). The reaction mixture was agitated for 3 hr at room temperature and evaporated. The residue was introduced into ice water, its pH was adjusted down to 1 with 2 N HCl, and extracted with ethyl acetate. The organic layer was dried over MgSO4 to give 2-(1,1-dioxido-6-phenyl-1,2,6-thiadiazinan-2-yl)acetic acid (230 mg, 97%, yellow sol... Reactants: O=C([O-])[O-], C#CCBr, ClCCl, [Cs+], [Cs+], CCOCc1nc2c(N)nc3cc(O)ccc3c2n1CC(C)(C)NS(C)(=O)=O, CN(C)C=O, O. Yields the product C#CCOc1ccc2c(c1)nc(N)c1nc(COCC)n(CC(C)(C)NS(C)(=O)=O)c12. As a reaction SMILES: [C:33](=[O:34])([O-:35])[O-:36].[CH2:1]([C:2]#[CH:3])[Br:4].[Cl:45][CH2:46][Cl:47].[Cs+:37].[Cs+:38].[NH2:5][c:6]1[n:7][c:8]2[cH:9][c:10]([OH:32])[cH:11][cH:12][c:13]2[c:14]2[c:15]1[n:16][c:17]([CH2:28][O:29][CH2:30][CH3:31])[n:18]2[CH2:19][C:20]([CH3:21])([CH3:22])[NH:23][S:24](=[O:25])(=[O:26])[CH3:27].[O:40]=[CH:41][N:42]([CH3:43])[CH3:44].[OH2:39]>>[CH:1]#[C:2][CH2:3][O:32][c:10]1[cH:9][c:8]2[n:7][c:6]([NH2:5])[c:15]3[c:14]([c:13]2[cH:12][cH:11]1)[n:18]([CH2:19][C:20]([CH3:21])([CH3:22])[NH:23][S:24](=[O:25])(=[O:26])[CH3:27])[c:17]([CH2:28][O:29][CH2:30][CH3:31])[n:16]3. Starting materials: C, CCN(C(C)C)C(C)C, ClCCl, Cc1cc(CCC(=O)c2sc(C)c3c2CC2C3C2(C)C)cc(C)c1OCCO, O=S(=O)(Cl)Cl. Product: Cc1cc(CCC(=O)c2sc(C)c3c2CC2C3C2(C)C)cc(C)c1OCCOS(C)(=O)=O. Reaction SMILES: [CH4:43].[CH:29]([N:30]([CH2:31][CH3:32])[CH:33]([CH3:34])[CH3:35])([CH3:36])[CH3:37].[Cl:44][CH2:45][Cl:46].[OH:1][CH2:2][CH2:3][O:4][c:5]1[c:6]([CH3:28])[cH:7][c:8]([CH2:12][CH2:13][C:14](=[O:15])[c:16]2[c:17]3[c:21]([c:22]([CH3:24])[s:23]2)[CH:20]2[CH:19]([CH2:18]3)[C:25]2([CH3:26])[CH3:27])[cH:9][c:10]1[CH3:11].[S:38](=[O:39])(=[O:40])([Cl:41])[Cl:42]>>[O:1]([CH2:2][CH2:3][O:4][c:5]1[c:6]([CH3:28])[cH:7][c:8]([CH2:12][CH2:13][C:14](=[O:15])[c:16]2[c:17]3[c:21]([c:22]([CH3:24])[s:23]2)[CH:20]2[CH:19]([CH2:18]3)[C:25]2([CH3:26])[CH3:27])[cH:9][c:10]1[CH3:11])[S:38](=[O:39])(=[O:40])[CH3:43]. Reactants: C(C)(C)(C)OC(NC(C(N(C)OC)=O)C1=CC(=C(C=C1)Cl)Cl)=O (rac-[(3,4-dichloro-phenyl)-(methoxy-methyl-carbamoyl)-methyl]-carbamic acid tert-butyl ester), C(C)(C)(C)OC(NC(C(N(C)OC)=O)C1=CC(=C(C=C1)Cl)Cl)=O (rac-[(3,4-dichloro-phenyl)-(methoxy-methyl-carbamoyl)-methyl]-carbamic acid tert-butyl ester), BrC1=C(C=C(OCC2OCC2)C=C1)F (rac-2-(4-bromo-3-fluoro-phenoxymethyl)-oxetane), BrC1=C(C=C(OCC2OCC2)C=C1)F (rac-2-(4-bromo-3-fluoro-phenoxymethyl)-oxetane). The product is C(C)(C)(C)OC(NC(C(=O)C1=C(C=C(C=C1)OCC1OCC1)F)C1=CC(=C(C=C1)Cl)Cl)=O (rac-[1-(3,4-Dichloro-phenyl)-2-[2-fluoro-4-(oxetan-2-yl-methoxy)-phenyl]-2-oxo-ethyl]-carbamic acid tert-butyl ester). As a reaction SMILES: [C:1]([O:5][C:6](=[O:23])[NH:7][CH:8]([C:15]1[CH:20]=[CH:19][C:18]([Cl:21])=[C:17]([Cl:22])[CH:16]=1)[C:9](=[O:14])N(OC)C)([CH3:4])([CH3:3])[CH3:2].Br[C:25]1[CH:36]=[CH:35][C:28]([O:29][CH2:30][CH:31]2[CH2:34][CH2:33][O:32]2)=[CH:27][C:26]=1[F:37]>>[C:1]([O:5][C:6](=[O:23])[NH:7][CH:8]([C:15]1[CH:20]=[CH:19][C:18]([Cl:21])=[C:17]([Cl:22])[CH:16]=1)[C:9]([C:25]1[CH:36]=[CH:35][C:28]([O:29][CH2:30][CH:31]2[CH2:34][CH2:33][O:32]2)=[CH:27][C:26]=1[F:37])=[O:14])([CH3:2])([CH3:3])[CH3:4]. Procedure details: The title compound was prepared from rac-[(3,4-dichloro-phenyl)-(methoxy-methyl-carbamoyl)-methyl]-carbamic acid tert-butyl ester (Intermediate 9) and rac-2-(4-bromo-3-fluoro-phenoxymethyl)-oxetane (Intermediate 27) in analogy to Example 1a): colorless gum. Starting materials: CCOC(=O)C1CCc2c1sc(C)c2C(=O)c1ccc(SC)cc1, CO, [Na+], [OH-]. The product is CSc1ccc(C(=O)c2c(C)sc3c2CCC3C(=O)O)cc1. As a reaction SMILES: [CH3:1][c:2]1[c:3]([C:15]([c:16]2[cH:17][cH:18][c:19]([S:22][CH3:23])[cH:20][cH:21]2)=[O:24])[c:4]2[c:5]([s:6]1)[CH:7]([C:10](=[O:11])[O:12][CH2:13][CH3:14])[CH2:8][CH2:9]2.[CH3:27][OH:28].[Na+:26].[OH-:25]>>[CH3:1][c:2]1[c:3]([C:15]([c:16]2[cH:17][cH:18][c:19]([S:22][CH3:23])[cH:20][cH:21]2)=[O:24])[c:4]2[c:5]([s:6]1)[CH:7]([C:10](=[O:11])[OH:12])[CH2:8][CH2:9]2. Starting materials: CO, CN1CCN(C2CCC(n3nc(-c4ccc(Oc5ccc(C#N)cc5)cc4)c4c(N)ncnc43)CC2)CC1, [NH4+], [OH-], O. Yields the product CN1CCN(C2CCC(n3nc(-c4ccc(Oc5ccc(CN)cc5)cc4)c4c(N)ncnc43)CC2)CC1. As a reaction SMILES: [CH3:39][OH:40].[NH2:1][c:2]1[c:3]2[c:4]([n:5][cH:6][n:7]1)[n:8]([CH:26]1[CH2:27][CH2:28][CH:29]([N:32]3[CH2:33][CH2:34][N:35]([CH3:38])[CH2:36][CH2:37]3)[CH2:30][CH2:31]1)[n:9][c:10]2-[c:11]1[cH:12][cH:13][c:14]([O:15][c:16]2[cH:17][cH:18][c:19]([C:20]#[N:21])[cH:22][cH:23]2)[cH:24][cH:25]1.[NH4+:41].[OH-:42].[OH2:43]>>[NH2:1][c:2]1[c:3]2[c:4]([n:5][cH:6][n:7]1)[n:8]([CH:26]1[CH2:27][CH2:28][CH:29]([N:32]3[CH2:33][CH2:34][N:35]([CH3:38])[CH2:36][CH2:37]3)[CH2:30][CH2:31]1)[n:9][c:10]2-[c:11]1[cH:12][cH:13][c:14]([O:15][c:16]2[cH:17][cH:18][c:19]([CH2:20][NH2:21])[cH:22][cH:23]2)[cH:24][cH:25]1.